Dataset: the Open Reaction Database (ORD), a public repository of structured organic reaction records. Task: describe an organic reaction: reactants, conditions, products, and yield The reactants are FC=1C=CC(=C2CC[C@H](C12)OC1=CC2=C([C@@H](CO2)CC(=O)OC)C=C1)B1OC(C(O1)(C)C)(C)C (methyl 2-((S)-6-((R)-7-fluoro-4-(4,4,5,5-tetramethyl-1,3,2-dioxaborolan-2-yl)-2,3-dihydro-1H-inden-1-yloxy)-2,3-dihydro-benzofuran-3-yl)acetate), BrC1=C(C=C(C=C1C)N1N=CN=C1)C (1-(4-bromo-3,5-dimethylphenyl)-1H-1,2,4-triazole), BrC1=C2CC[C@H](C2=C(C=C1)F)OC1=CC2=C([C@@H](CO2)CC(=O)OC)C=C1 (Methyl 2-((S)-6-((R)-4-bromo-7-fluoro-2,3-dihydro-1H-inden-1-yloxy)-2,3-dihydrobenzofuran-3-yl)acetate). Product: CC1=C(C(=CC(=C1)N1N=CN=C1)C)C1=C2CC[C@H](C2=C(C=C1)F)OC1=CC2=C([C@@H](CO2)CC(=O)OC)C=C1 (Methyl 2-((S)-6-((R)-4-(2,6-dimethyl-4-(1H-1,2,4-triazol-1-yl)phenyl)-7-fluoro-2,3-dihydro-1H-inden-1-yloxy)-2,3-dihydrobenzofuran-3-yl)acetate). As a reaction SMILES: [F:1][C:2]1[CH:3]=[CH:4][C:5](B2OC(C)(C)C(C)(C)O2)=[C:6]2[C:10]=1[C@H:9]([O:11][C:12]1[CH:25]=[CH:24][C:15]3[C@H:16]([CH2:19][C:20]([O:22][CH3:23])=[O:21])[CH2:17][O:18][C:14]=3[CH:13]=1)[CH2:8][CH2:7]2.Br[C:36]1[C:41]([CH3:42])=[CH:40][C:39]([N:43]2[CH:47]=[N:46][CH:45]=[N:44]2)=[CH:38][C:37]=1[CH3:48].BrC1C=CC(F)=C2C=1CC[C@H]2OC1C=CC2[C@H](CC(OC)=O)COC=2C=1>>[CH3:48][C:37]1[CH:38]=[C:39]([N:43]2[CH:47]=[N:46][CH:45]=[N:44]2)[CH:40]=[C:41]([CH3:42])[C:36]=1[C:5]1[CH:4]=[CH:3][C:2]([F:1])=[C:10]2[C:6]=1[CH2:7][CH2:8][C@H:9]2[O:11][C:12]1[CH:25]=[CH:24][C:15]2[C@H:16]([CH2:19][C:20]([O:22][CH3:23])=[O:21])[CH2:17][O:18][C:14]=2[CH:13]=1. Reported procedure: The title compound is prepared from methyl 2-((S)-6-((R)-7-fluoro-4-(4,4,5,5-tetramethyl-1,3,2-dioxaborolan-2-yl)-2,3-dihydro-1H-inden-1-yloxy)-2,3-dihydro-benzofuran-3-yl)acetate and 1-(4-bromo-3,5-dimethylphenyl)-1H-1,2,4-triazole following a procedure analogous to that described in Step 5 of Intermediate 1. LC (method 7): tR=1.16 min; Mass spectrum (ESI+): m/z=514 [M+H]+. Reaction conditions: time 3 hour. The yield is 65.4%. The product is N12C[C@H](C(CC1)CC2)NC(=O)C2=CC=C(C=C2)C2=CC=C(C=C2)C(F)(F)F ((S)—N-(quinuclidin-3-yl)-4′-(trifluoromethyl)biphenyl-4-carboxamide). Reaction SMILES: [F:1][C:2]([F:13])([F:12])[C:3]1[CH:8]=[CH:7][C:6](B(O)O)=[CH:5][CH:4]=1.I[C:15]1[CH:31]=[CH:30][C:18]([C:19]([NH:21][C@H:22]2[CH:27]3[CH2:28][CH2:29][N:24]([CH2:25][CH2:26]3)[CH2:23]2)=[O:20])=[CH:17][CH:16]=1.C(=O)([O-])[O-].[Cs+].[Cs+]>C(#N)C.O>[N:24]12[CH2:29][CH2:28][CH:27]([CH2:26][CH2:25]1)[C@H:22]([NH:21][C:19]([C:18]1[CH:30]=[CH:31][C:15]([C:6]3[CH:7]=[CH:8][C:3]([C:2]([F:13])([F:12])[F:1])=[CH:4][CH:5]=3)=[CH:16][CH:17]=1)=[O:20])[CH2:23]2 |f:2.3.4|. Starting materials: FC(C1=CC=C(C=C1)B(O)O)(F)F (4-(trifluoromethyl)phenylboronic acid), IC1=CC=C(C(=O)N[C@@H]2CN3CCC2CC3)C=C1 ((S)-4-iodo-N-(quinuclidin-3-yl)benzamide), C([O-])([O-])=O.[Cs+].[Cs+] (cesium carbonate). Reported procedure: 4-(trifluoromethyl)phenylboronic acid (20.9 mg, 0.11 mmol) was added to a flask charged with (S)-4-iodo-N-(quinuclidin-3-yl)benzamide (35.6 mg, 0.1 mmol), cesium carbonate (81.5 mg, 0.25 mmol) in 2 ml of Acetonitrile and 2 ml of water. The mixture was degassed by sonication for 20 minutes followed by charging catalytic amount of Palladium (II) acetate and place under nitrogen to stirred for 3 hours. The reaction mixture was filtered through pad of celite and washed with acetone, solution was con... The solvent is C(C)#N (Acetonitrile), O (water). The reactants are CCO, CN(CC1(c2ccccc2)CC1COCc1ccccc1)C(=O)OC(C)(C)C. The product is CN(CC1(c2ccccc2)CC1CO)C(=O)OC(C)(C)C. RXN SMILES: [CH2:29]([OH:30])[CH3:31].[CH3:1][N:2]([C:3]([O:4][C:5]([CH3:6])([CH3:7])[CH3:8])=[O:9])[CH2:10][C:11]1([c:23]2[cH:24][cH:25][cH:26][cH:27][cH:28]2)[CH:12]([CH2:14][O:15][CH2:16][c:17]2[cH:18][cH:19][cH:20][cH:21][cH:22]2)[CH2:13]1>>[CH3:1][N:2]([C:3]([O:4][C:5]([CH3:6])([CH3:7])[CH3:8])=[O:9])[CH2:10][C:11]1([c:23]2[cH:24][cH:25][cH:26][cH:27][cH:28]2)[CH:12]([CH2:14][OH:15])[CH2:13]1. Reactants: CON, O=C(Cc1cnccn1)c1ccccc1Cl, Cl, c1ccncc1. The product is CON=C(Cc1cnccn1)c1ccccc1Cl. As a reaction SMILES: [CH3:18][O:19][NH2:20].[Cl:1][c:2]1[c:3]([C:8]([CH2:9][c:10]2[n:11][cH:12][cH:13][n:14][cH:15]2)=[O:16])[cH:4][cH:5][cH:6][cH:7]1.[ClH:17].[cH:21]1[cH:22][cH:23][n:24][cH:25][cH:26]1>>[Cl:1][c:2]1[c:3]([C:8]([CH2:9][c:10]2[n:11][cH:12][cH:13][n:14][cH:15]2)=[N:20][O:19][CH3:18])[cH:4][cH:5][cH:6][cH:7]1. The reactants are CI (Methyl iodide), ClC1=C(C(=O)NC(C=2C=NC=CC2)C2=CC=C(C=C2)S(=O)(=O)CC2CC2)C=CC(=C1)Cl (2,4-Dichloro-N-[{-4-[(cyclopropylmethyl)sulphonyl]phenyl}(pyridin-3-yl)methyl]benzamide). The solvent is CC(=O)C (acetone). The product is [I-].C1(CC1)CS(=O)(=O)C1=CC=C(C=C1)C(C=1C=[N+](C=CC1)C)NC(C1=C(C=C(C=C1)Cl)Cl)=O (3-{{4-[(cyclopropylmethyl)sulphonyl]phenyl}[(2,4-dichlorobenzoyl)amino]methyl}-1-methylpyridinium iodide). As a reaction SMILES: [CH3:1][I:2].[Cl:3][C:4]1[CH:32]=[C:31]([Cl:33])[CH:30]=[CH:29][C:5]=1[C:6]([NH:8][CH:9]([C:16]1[CH:21]=[CH:20][C:19]([S:22]([CH2:25][CH:26]2[CH2:28][CH2:27]2)(=[O:24])=[O:23])=[CH:18][CH:17]=1)[C:10]1[CH:11]=[N:12][CH:13]=[CH:14][CH:15]=1)=[O:7]>CC(C)=O>[I-:2].[CH:26]1([CH2:25][S:22]([C:19]2[CH:18]=[CH:17][C:16]([CH:9]([NH:8][C:6](=[O:7])[C:5]3[CH:29]=[CH:30][C:31]([Cl:33])=[CH:32][C:4]=3[Cl:3])[C:10]3[CH:11]=[N+:12]([CH3:1])[CH:13]=[CH:14][CH:15]=3)=[CH:21][CH:20]=2)(=[O:24])=[O:23])[CH2:27][CH2:28]1 |f:3.4|. Reported procedure: Methyl iodide (263 μL, 4.2 mmol) and 2,4-dichloro-N-[{4-[(cyclopropylmethyl)sulphonyl]phenyl}(pyridin-3-yl)methyl]benzamide (prepared as described in Example 53, 200 mg, 0.42 mmol) were stirred in acetone (4 mL) for 16 h under nitrogen. The resulting yellow suspension was concentrated in vacuo to give 3-{{4-[(cyclopropylmethyl)sulphonyl]phenyl}[(2,4-dichlorobenzoyl)amino]methyl}-1-methylpyridinium iodide. The salt was dissolved in methanol (5 mL) and the solution cooled to −10° C. Sodium borohyd...